Dataset: the Open Reaction Database (ORD), a public repository of structured organic reaction records. Task: describe an organic reaction: reactants, conditions, products, and yield Starting materials: BrC=1C(=NN(C1)C)C1(CCC(CC1)N1CC(C1)NC(=O)CNC(C1=CC(=CC=C1)C(F)(F)F)=O)O (N-({1-[4-(4-Bromo-1-methyl-1H-pyrazol-3-yl)-4-hydroxy-cyclohexyl]-azetidin-3-ylcarbamoyl}-methyl)-3-trifluoromethyl-benzamide). Reagents/catalysts: [Pd] (Pd). The solvent is CO (MeOH). Product: OC1(CCC(CC1)N1CC(C1)NC(=O)CNC(C1=CC(=CC=C1)C(F)(F)F)=O)C1=NN(C=C1)C (N-({1-[4-Hydroxy-4-(1-methyl-1H-pyrazol-3-yl)-cyclohexyl]-azetidin-3-ylcarbamoyl}-methyl)-3-trifluoromethyl-benzamide). Reaction SMILES: Br[C:2]1[C:3]([C:8]2([OH:35])[CH2:13][CH2:12][CH:11]([N:14]3[CH2:17][CH:16]([NH:18][C:19]([CH2:21][NH:22][C:23](=[O:34])[C:24]4[CH:29]=[CH:28][CH:27]=[C:26]([C:30]([F:33])([F:32])[F:31])[CH:25]=4)=[O:20])[CH2:15]3)[CH2:10][CH2:9]2)=[N:4][N:5]([CH3:7])[CH:6]=1>CO.[Pd]>[OH:35][C:8]1([C:3]2[CH:2]=[CH:6][N:5]([CH3:7])[N:4]=2)[CH2:9][CH2:10][CH:11]([N:14]2[CH2:17][CH:16]([NH:18][C:19]([CH2:21][NH:22][C:23](=[O:34])[C:24]3[CH:29]=[CH:28][CH:27]=[C:26]([C:30]([F:31])([F:32])[F:33])[CH:25]=3)=[O:20])[CH2:15]2)[CH2:12][CH2:13]1. Procedure details: N-({1-[4-(4-Bromo-1-methyl-1H-pyrazol-3-yl)-4-hydroxy-cyclohexyl]-azetidin-3-ylcarbamoyl}-methyl)-3-trifluoromethyl-benzamide 31a (100 mg, 0.18 mmol) in MeOH (25 mL) was passed through a 10% Pd on C cartridge in a H-Cube® Continuous-flow Hydrogenation reactor (ThalesNano, Budapest, Hungary) under full hydrogen mode (flow rate 1 mL/min). The resulting solution was concentrated to give the title compound as a yellow solid. Reactants: FC1=C(C(=O)C(C(=O)OCC)C(=O)OCC)C=C(C(=C1)F)F ((2,4,5-trifluorobenzoyl)propanedioic acid, diethyl ester), O (water). The solvent is O1CCOCC1 (p-dioxane). Conditions: temperature 102 celsius, time 7 hour. Yields the product FC1=C(C=C(C(=C1)F)F)C(CC(=O)OCC)=O (2,4,5-trifluoro-β-oxobenzenepropanoic acid, ethyl ester). The yield is 58.7%. As a reaction SMILES: [F:1][C:2]1[CH:20]=[C:19]([F:21])[C:18]([F:22])=[CH:17][C:3]=1[C:4]([CH:6](C(OCC)=O)[C:7]([O:9][CH2:10][CH3:11])=[O:8])=[O:5].O>O1CCOCC1>[F:1][C:2]1[CH:20]=[C:19]([F:21])[C:18]([F:22])=[CH:17][C:3]=1[C:4](=[O:5])[CH2:6][C:7]([O:9][CH2:10][CH3:11])=[O:8]. Reported procedure: A solution of 23.8 g of (2,4,5-trifluorobenzoyl)propanedioic acid, diethyl ester, 2.7 ml of water and 740 ml of p-dioxane was placed in an oil bath and stirred at 102° C. for 7 hours. The solution was then evaporated to dryness, heptane was added and the mixture refrigerated overnight. The resulting crystals were collected, washed with 10 ml of cold heptane and dried, giving 10.8 g of 2,4,5-trifluoro-β-oxobenzenepropanoic acid, ethyl ester.